This data is from the Open Reaction Database (ORD), a public repository of structured organic reaction records. The task is: describe an organic reaction: reactants, conditions, products, and yield The reactants are aqueous solution, CN (methylamine), ClC1=C(C(=O)C=2N(C(=CC2)C)N2C(C=3C(C2=O)=CC=CC3)=O)C=CC=C1 (2-(2-chlorobenzoyl)-5-methyl-1-phthalimidopyrrole). Solvent: C(C)O (ethanol). Conditions: time 6 hour. Product: NN1C(=CC=C1C)C(C1=C(C=CC=C1)Cl)=O (1-Amino-2-(2-chlorobenzoyl)-5-methylpyrrole). Reaction SMILES: [Cl:1][C:2]1[CH:26]=[CH:25][CH:24]=[CH:23][C:3]=1[C:4]([C:6]1[N:7]([N:12]2C(=O)C3=CC=CC=C3C2=O)[C:8]([CH3:11])=[CH:9][CH:10]=1)=[O:5].CN>C(O)C>[NH2:12][N:7]1[C:8]([CH3:11])=[CH:9][CH:10]=[C:6]1[C:4](=[O:5])[C:3]1[CH:23]=[CH:24][CH:25]=[CH:26][C:2]=1[Cl:1]. Procedure: A suspension of 2-(2-chlorobenzoyl)-5-methyl-1-phthalimidopyrrole (48 g, 0.13 mol) in 200 ml of 95% ethanol was treated with 80 ml of 40% aqueous solution of methylamine and stirred at room temperature for 6 hours. The reaction was quenched with 1.5 liter of H2O and extracted with three 400 ml portions of ether. The combined ether extracts were washed with H2O, dried (MgSO4), filtered, and evaporated to an oil. This oil crystallized from hexane to give 22.7 g (74%) of cubes, m.p. 84°-85°. Reactants: ClC(Cl)Cl, CCCN1CC(NC(=O)N(CC)CC)CC2c3cc([N+](=O)[O-])cc4c3C(CN4)CC21. Product: CCN(CC)C(=O)NC1CC2c3cc([N+](=O)[O-])cc4c3C(CN4)CC2N(C)C1. As a reaction SMILES: [Cl:31][CH:32]([Cl:33])[Cl:34].[N+:1](=[O:2])([O-:3])[c:4]1[cH:5][c:6]2[c:19]3[c:17]([cH:18]1)[CH:16]1[CH:11]([CH2:10][CH:9]3[CH2:8][NH:7]2)[N:12]([CH2:28][CH2:29][CH3:30])[CH2:13][CH:14]([NH:20][C:21]([N:22]([CH2:23][CH3:24])[CH2:25][CH3:26])=[O:27])[CH2:15]1>>[N+:1](=[O:2])([O-:3])[c:4]1[cH:5][c:6]2[c:19]3[c:17]([cH:18]1)[CH:16]1[CH:11]([CH2:10][CH:9]3[CH2:8][NH:7]2)[N:12]([CH3:28])[CH2:13][CH:14]([NH:20][C:21]([N:22]([CH2:23][CH3:24])[CH2:25][CH3:26])=[O:27])[CH2:15]1. Reactants: ICC12COC(CC1)(CC2)C2=C(N=C(S2)C)C2=CC=CC=C2 (5-(4-(iodomethyl)-2-oxabicyclo[2.2.2]octan-1-yl)-2-methyl-4-phenylthiazole), CC=1SC=C(N1)C1=CC=CC=C1 (2-methyl-4-phenylthiazole), BrC=1C=C(OC2OCCCC2)C=CC1 (2-(3-bromophenoxy)tetrahydro-2H-pyran). The product is ICC12COC(CC1)(CC2)C2=CC(=CC=C2)OC2OCCCC2 (4-(Iodomethyl)-1-(3-(tetrahydro-2H-pyran-2-yloxy)phenyl)-2-oxabicyclo[2.2.2]octane). As a reaction SMILES: [I:1][CH2:2][C:3]12[CH2:10][CH2:9][C:6]([C:11]3SC(C)=N[C:12]=3[C:17]3[CH:22]=[CH:21][CH:20]=CC=3)([CH2:7][CH2:8]1)[O:5][CH2:4]2.CC1SC=C(C2C=CC=CC=2)N=1.BrC1C=C(C=CC=1)[O:39][CH:40]1[CH2:45][CH2:44][CH2:43][CH2:42][O:41]1>>[I:1][CH2:2][C:3]12[CH2:8][CH2:7][C:6]([C:11]3[CH:20]=[CH:21][CH:22]=[C:17]([O:39][CH:40]4[CH2:45][CH2:44][CH2:43][CH2:42][O:41]4)[CH:12]=3)([CH2:9][CH2:10]1)[O:5][CH2:4]2. Procedure: 4-(Iodomethyl)-1-(3-(tetrahydro-2H-pyran-2-yloxy)phenyl)-2-oxabicyclo[2.2.2]octane was prepared using a procedure analogous to 5-(4-(iodomethyl)-2-oxabicyclo[2.2.2]octan-1-yl)-2-methyl-4-phenylthiazole except that 2-methyl-4-phenylthiazole was replaced with 2-(3-bromophenoxy)tetrahydro-2H-pyran. The title compound was obtained (1.2 g, 2.80 mmol, 100% yield) as a white solid. 1H NMR (500 MHz, CDCl3) δ 7.24 (t, J=8.0 Hz, 1H), 7.14-7.11 (m, 1H), 7.02 (ddd, J=7.8, 1.6, 1.0 Hz, 1H), 6.96 (ddd, J=8.2,... Isolated yield 68.9%. Reactants: CN(C=O)C (N,N-dimethylformamide), NC1=C(C=CC(=N1)N1C=C(C(C2=CC(=C(C(=C12)Cl)F)F)=O)C(=O)O)F (1-(6-amino-5-fluoropyridine-2-yl)-8-chloro-6,7-difluoro-4-oxo-1,4-dihydroquinoline-3-carboxylic acid), Cl.Cl.CNC1CNC1 (3-methylaminoazetidine dihydrochloride), CN1CCCC1 (N-methylpyrrolidine). Reported procedure: To 300 mg of N,N-dimethylformamide were added 101 mg of 1-(6-amino-5-fluoropyridine-2-yl)-8-chloro-6,7-difluoro-4-oxo-1,4-dihydroquinoline-3-carboxylic acid, 85 mg of 3-methylaminoazetidine dihydrochloride, and 150 mg of N-methylpyrrolidine, and the mixture was stirred at 85° C. for 30 minutes. After adding 0.3 ml of ethanol, the mixture was allowed to cool, and the precipitate was collected by filtration and washed with ethanol and diisopropylether successively to obtain 82 mg of the title comp... The solvent is C(C)O (ethanol). Reaction conditions: temperature 85 celsius, time 30 minute. As a reaction SMILES: CN(C)C=O.[NH2:6][C:7]1[N:12]=[C:11]([N:13]2[C:22]3[C:17](=[CH:18][C:19]([F:25])=[C:20](F)[C:21]=3[Cl:23])[C:16](=[O:26])[C:15]([C:27]([OH:29])=[O:28])=[CH:14]2)[CH:10]=[CH:9][C:8]=1[F:30].Cl.Cl.[CH3:33][NH:34][CH:35]1[CH2:38][NH:37][CH2:36]1.CN1CCCC1>C(O)C>[NH2:6][C:7]1[N:12]=[C:11]([N:13]2[C:22]3[C:17](=[CH:18][C:19]([F:25])=[C:20]([N:37]4[CH2:38][CH:35]([NH:34][CH3:33])[CH2:36]4)[C:21]=3[Cl:23])[C:16](=[O:26])[C:15]([C:27]([OH:29])=[O:28])=[CH:14]2)[CH:10]=[CH:9][C:8]=1[F:30] |f:2.3.4|. The product is NC1=C(C=CC(=N1)N1C=C(C(C2=CC(=C(C(=C12)Cl)N1CC(C1)NC)F)=O)C(=O)O)F (1-(6-amino-5-fluoropyridine-2-yl)-8-chloro-6-fluoro-7-(3-methylaminoazetidine-1-yl)-4-oxo-1,4-dihydroquinoline-3-carboxylic acid). Starting materials: CCO, CCOC(C)=O, O=[N+]([O-])c1cc(Cl)c(Oc2ccc(O)c(S(=O)(=O)c3ccc(F)cc3)c2)c(Cl)c1. Product: Nc1cc(Cl)c(Oc2ccc(O)c(S(=O)(=O)c3ccc(F)cc3)c2)c(Cl)c1. Reaction SMILES: [CH3:30][CH2:31][OH:32].[CH3:33][CH2:34][O:35][C:36]([CH3:37])=[O:38].[Cl:1][c:2]1[c:3]([O:4][c:5]2[cH:6][c:7]([S:12](=[O:13])(=[O:14])[c:15]3[cH:16][cH:17][c:18]([F:21])[cH:19][cH:20]3)[c:8]([OH:11])[cH:9][cH:10]2)[c:22]([Cl:29])[cH:23][c:24]([N+:26]([O-:27])=[O:28])[cH:25]1>>[Cl:1][c:2]1[c:3]([O:4][c:5]2[cH:6][c:7]([S:12](=[O:13])(=[O:14])[c:15]3[cH:16][cH:17][c:18]([F:21])[cH:19][cH:20]3)[c:8]([OH:11])[cH:9][cH:10]2)[c:22]([Cl:29])[cH:23][c:24]([NH2:26])[cH:25]1. The reactants are O (Water), N1C=NC=C1 (imidazole), [Si](C)(C)(C(C)(C)C)Cl (tert-butyidimethylsilyl chloride), OC=1C=C(C=CC1)SC1=CC2=C(OC(C(=C2)C)(C)C)C=C1 (6-(3-Hydroxyphenyl)thio-2,2,3-trimethyl-2H-benzo[b]pyran). Run in CN(C=O)C (dimethylformamide). Conditions: temperature 40 celsius, time 1 hour. Yields the product [Si](C)(C)(C(C)(C)C)OC=1C=C(C=CC1)SC1=CC2=C(OC(C(=C2)C)(C)C)C=C1 (6-(3-tert-butyldimethylsilyloxyphenyl)thio-2,2,3-trimethyl-2H-benzo[b]pyran). Yield: 93.3%. As a reaction SMILES: [OH:1][C:2]1[CH:3]=[C:4]([S:8][C:9]2[CH:21]=[CH:20][C:12]3[O:13][C:14]([CH3:19])([CH3:18])[C:15]([CH3:17])=[CH:16][C:11]=3[CH:10]=2)[CH:5]=[CH:6][CH:7]=1.N1C=CN=C1.[Si:27](Cl)([C:30]([CH3:33])([CH3:32])[CH3:31])([CH3:29])[CH3:28].O>CN(C)C=O>[Si:27]([O:1][C:2]1[CH:3]=[C:4]([S:8][C:9]2[CH:21]=[CH:20][C:12]3[O:13][C:14]([CH3:18])([CH3:19])[C:15]([CH3:17])=[CH:16][C:11]=3[CH:10]=2)[CH:5]=[CH:6][CH:7]=1)([C:30]([CH3:33])([CH3:32])[CH3:31])([CH3:29])[CH3:28]. Procedure: 6-(3-Hydroxyphenyl)thio-2,2,3-trimethyl-2H-benzo[b]pyran (2.2 g) (see Preparation 9) was dissolved in dry dimethylformamide (4 ml) and imidazole (1.1 g) and tert-butyidimethylsilyl chloride (1.2 g) were added. The flask was fitted with a calcium chloride drying tube and the mixture was stirred at 40° C. for one hour. Water was added and the mixture was extracted with diethyl ether. The organic extract was washed with aqueous sodium hydrogen carbonate solution (×2), dried (anhydrous sodium sulpha... Starting materials: FC1=C(C(=C(C(=C1C#N)F)C#N)F)F (tetrafluoroisophthalonitrile), [OH-].[Na+] (sodium hydroxide), Cl (hydrochloric acid). Run in O (water). Yields the product FC1=C(C#N)C(=C(C(=C1C#N)F)F)O (2,4,5-Trifluoro-6-hydroxyisophthalonitrile). RXN SMILES: [F:1][C:2]1[C:7]([C:8]#[N:9])=[C:6]([F:10])[C:5]([C:11]#[N:12])=[C:4](F)[C:3]=1[F:14].[OH-:15].[Na+].Cl>O>[F:10][C:6]1[C:7]([C:8]#[N:9])=[C:2]([F:1])[C:3]([F:14])=[C:4]([OH:15])[C:5]=1[C:11]#[N:12] |f:1.2|. Procedure details: A 2.0 g amount of tetrafluoroisophthalonitrile and 0.7 g of sodium hydroxide were added to 40 ml of water and the mixture was heated under reflux for 1.5 hours. After cooling, the mixture was neutralized with concentrated hydrochloric acid and was then extracted with ether. After the ether extract was washed with water, the extract was dried with magnesium sulfate. The solvent was distilled off and the resultant crude crystal was recrystallized to obtain 1.39 g of the desired compound No. 19.